From a dataset of the Open Reaction Database (ORD), a public repository of structured organic reaction records. describe an organic reaction: reactants, conditions, products, and yield The reactants are CC(C)(C)OC(=O)COc1cccc(CNS(=O)(=O)c2cccnc2)c1, CCOC(=O)C(C)(C)c1ccc(CBr)cc1, [H-], [Na+], CN(C)C=O, O. Product: CCOC(=O)C(C)(C)c1ccc(CN(Cc2cccc(OCC(=O)OC(C)(C)C)c2)S(=O)(=O)c2cccnc2)cc1. Reaction SMILES: [C:3]([CH3:4])([CH3:5])([CH3:6])[O:7][C:8]([CH2:9][O:10][c:11]1[cH:12][c:13]([CH2:17][NH:18][S:19](=[O:20])(=[O:21])[c:22]2[cH:23][n:24][cH:25][cH:26][cH:27]2)[cH:14][cH:15][cH:16]1)=[O:28].[CH2:29]([CH3:30])[O:31][C:32]([C:33]([CH3:34])([CH3:35])[c:36]1[cH:37][cH:38][c:39]([CH2:42][Br:43])[cH:40][cH:41]1)=[O:44].[H-:2].[Na+:1].[O:46]=[CH:47][N:48]([CH3:49])[CH3:50].[OH2:45]>>[C:3]([CH3:4])([CH3:5])([CH3:6])[O:7][C:8]([CH2:9][O:10][c:11]1[cH:12][c:13]([CH2:17][N:18]([S:19](=[O:20])(=[O:21])[c:22]2[cH:23][n:24][cH:25][cH:26][cH:27]2)[CH2:42][c:39]2[cH:38][cH:37][c:36]([C:33]([C:32]([O:31][CH2:29][CH3:30])=[O:44])([CH3:34])[CH3:35])[cH:41][cH:40]2)[cH:14][cH:15][cH:16]1)=[O:28]. The reactants are CC(=O)SC1CCC(C=Cc2ccc(Cl)cc2)CC1, CC1OC1(Cn1cncn1)c1ccc(F)cc1F. The product is CC(SC1CCC(C=Cc2ccc(Cl)cc2)CC1)C(O)(Cn1cncn1)c1ccc(F)cc1F. Reaction SMILES: [C:19](=[O:20])([CH3:21])[S:22][CH:23]1[CH2:24][CH2:25][CH:26]([CH:29]=[CH:30][c:31]2[cH:32][cH:33][c:34]([Cl:37])[cH:35][cH:36]2)[CH2:27][CH2:28]1.[F:1][c:2]1[c:3]([C:9]2([CH2:13][n:14]3[n:15][cH:16][n:17][cH:18]3)[O:10][CH:11]2[CH3:12])[cH:4][cH:5][c:6]([F:8])[cH:7]1>>[F:1][c:2]1[c:3]([C:9]([OH:10])([CH:11]([CH3:12])[S:22][CH:23]2[CH2:24][CH2:25][CH:26]([CH:29]=[CH:30][c:31]3[cH:32][cH:33][c:34]([Cl:37])[cH:35][cH:36]3)[CH2:27][CH2:28]2)[CH2:13][n:14]2[n:15][cH:16][n:17][cH:18]2)[cH:4][cH:5][c:6]([F:8])[cH:7]1. Starting materials: C([O-])([O-])=O.[Na+].[Na+] (sodium carbonate), COC1=C(N)C=CC(=C1)B1OC(C(O1)(C)C)(C)C (2-methoxy-4-(4,4,5,5-tetramethyl-1,3,2-dioxaborolan-2-yl)aniline), [Si](C1=CC=CC=C1)(C1=CC=CC=C1)(C(C)(C)C)OCCN1N=CC(=C1)I (1-(2-(tert-butyldiphenylsilyloxy)ethyl)-4-iodo-1H-pyrazole), C(Cl)Cl (DCM). The reagents and catalysts are C1=CC=C(C=C1)P([C-]2C=CC=C2)C3=CC=CC=C3.C1=CC=C(C=C1)P([C-]2C=CC=C2)C3=CC=CC=C3.Cl[Pd]Cl.[Fe+2] (Pd(dppf)Cl2). Solvent: O (water), CCOC(=O)C (EtOAc), C1CCOC1 (THF). The product is [Si](C1=CC=CC=C1)(C1=CC=CC=C1)(C(C)(C)C)OCCN1N=CC(=C1)C1=CC(=C(N)C=C1)OC (4-(1-(2-(tert-butyldiphenylsilyloxy)ethyl)-1H-pyrazol-4-yl)-2-methoxyaniline). Isolated yield 25.7%. Reaction SMILES: [CH3:1][O:2][C:3]1[CH:9]=[C:8](B2OC(C)(C)C(C)(C)O2)[CH:7]=[CH:6][C:4]=1[NH2:5].[Si:19]([O:36][CH2:37][CH2:38][N:39]1[CH:43]=[C:42](I)[CH:41]=[N:40]1)([C:32]([CH3:35])([CH3:34])[CH3:33])([C:26]1[CH:31]=[CH:30][CH:29]=[CH:28][CH:27]=1)[C:20]1[CH:25]=[CH:24][CH:23]=[CH:22][CH:21]=1.C(Cl)Cl.C(=O)([O-])[O-].[Na+].[Na+]>C1COCC1.O.CCOC(C)=O.C1C=CC(P(C2C=CC=CC=2)[C-]2C=CC=C2)=CC=1.C1C=CC(P(C2C=CC=CC=2)[C-]2C=CC=C2)=CC=1.Cl[Pd]Cl.[Fe+2]>[Si:19]([O:36][CH2:37][CH2:38][N:39]1[CH:43]=[C:42]([C:8]2[CH:7]=[CH:6][C:4]([NH2:5])=[C:3]([O:2][CH3:1])[CH:9]=2)[CH:41]=[N:40]1)([C:32]([CH3:35])([CH3:33])[CH3:34])([C:20]1[CH:25]=[CH:24][CH:23]=[CH:22][CH:21]=1)[C:26]1[CH:31]=[CH:30][CH:29]=[CH:28][CH:27]=1 |f:3.4.5,9.10.11.12|. Procedure details: A solution of 2-methoxy-4-(4,4,5,5-tetramethyl-1,3,2-dioxaborolan-2-yl)aniline (383 mg, 1.537 mmol), 1-(2-(tert-butyldiphenylsilyloxy)ethyl)-4-iodo-1H-pyrazole (Preparation 65, 554 mg, 1.163 mmol) and Pd(dppf)Cl2.DCM (90 mg, 0.110 mmol) was dissolved in THF (6 mL) and 2M sodium carbonate in water (2 mL) and heated to 60° C. for 18 hours. The mixture was diluted with EtOAc and quenched with brine. The aqueous layer was extracted with EtOAc three times. The combined organic layers were washed with... The reactants are [Na].C(C)C1(OCC2(OCCO2)CO1)CCOC1=C(C(=NC=C1)CS(=O)C1=NC2=C(N1)C=CC=C2)C (2-(((4-(2-(8-ethyl-1,4,7,9-tetraoxaspiro[4.5]dec-8-yl)ethoxy)-3-methylpyridin-2-yl)methyl)sulfinyl)-1H-benzimidazole sodium salt), ClC1=CC(=CC=C1)C(=O)OO (3-chloroperbenzoic acid), O1C(OCC1)CO (1,3-dioxolan-2-ylmethanol). Product: [Na].O1C(OCC1)COC1=C(C(=NC=C1)CS(=O)C1=NC2=C(N1)C=CC=C2)C (2-(((4-(1,3-dioxolan-2-ylmethoxy)-3-methylpyridin-2-yl)methyl)sulfinyl)-1H-benzimidazole sodium salt). Isolated yield 17.2%. RXN SMILES: [Na:1].C(C1(CCO[C:17]2[CH:22]=[CH:21][N:20]=[C:19]([CH2:23][S:24]([C:26]3[NH:30][C:29]4[CH:31]=[CH:32][CH:33]=[CH:34][C:28]=4[N:27]=3)=[O:25])[C:18]=2[CH3:35])OCC2(OCCO2)CO1)C.ClC1C=CC=C(C(OO)=O)C=1.[O:47]1[CH2:51][CH2:50][O:49][CH:48]1[CH2:52][OH:53]>>[Na:1].[O:47]1[CH2:51][CH2:50][O:49][CH:48]1[CH2:52][O:53][C:17]1[CH:22]=[CH:21][N:20]=[C:19]([CH2:23][S:24]([C:26]2[NH:27][C:28]3[CH:34]=[CH:33][CH:32]=[CH:31][C:29]=3[N:30]=2)=[O:25])[C:18]=1[CH3:35] |f:0.1,4.5,^1:0,53|. Reported procedure: The same procedure as in the steps (4f) to (4j) described in Example (a reprecipitation operation was not performed in oxidation step with 3-chloroperbenzoic acid) was repeated using 1,3-dioxolan-2-ylmethanol obtained in the step (66b) above to obtain the title compound (411 mg, total 17.2% yield) as a white solid. Starting materials: NC1=C(SC=2N(C(C=CC21)=O)C2=CC=CC=C2)C#N (3-Amino-6-oxo-7-phenyl-6,7-dihydrothieno[2,3-b]pyridine-2-carbonitrile), IC=1C=C(C=CC1)C (3-iodotoluene), [O-]P(=O)([O-])[O-].[K+].[K+].[K+] (K3PO4). The reagents and catalysts are [Cu]I (copper(I) iodide). Solvent: CN(CCO)C (N,N-dimethylethanolamine). Reaction conditions: temperature 80 celsius, time 1.5 hour. Product: O=C1C=CC2=C(N1C1=CC=CC=C1)SC(=C2NC=2C=C(C=CC2)C)C#N (6-Oxo-7-phenyl-3-m-tolylamino-6,7-dihydrothieno[2,3-b]pyridine-2-carbonitrile). As a reaction SMILES: [NH2:1][C:2]1[C:10]2[CH:9]=[CH:8][C:7](=[O:11])[N:6]([C:12]3[CH:17]=[CH:16][CH:15]=[CH:14][CH:13]=3)[C:5]=2[S:4][C:3]=1[C:18]#[N:19].I[C:21]1[CH:22]=[C:23]([CH3:27])[CH:24]=[CH:25][CH:26]=1.[O-]P([O-])([O-])=O.[K+].[K+].[K+]>[Cu]I.CN(C)CCO>[O:11]=[C:7]1[N:6]([C:12]2[CH:13]=[CH:14][CH:15]=[CH:16][CH:17]=2)[C:5]2[S:4][C:3]([C:18]#[N:19])=[C:2]([NH:1][C:21]3[CH:22]=[C:23]([CH3:27])[CH:24]=[CH:25][CH:26]=3)[C:10]=2[CH:9]=[CH:8]1 |f:2.3.4.5|. Procedure: The compound of Example 3 (5.00 g), 3-iodotoluene (4.85 ml), copper(I) iodide (0.36 g), K3PO4 (7.90 g), and N,N-dimethylethanolamine (50 ml) were placed in a pre-dried 250 ml round-bottom flask fitted with a reflux condenser. The flask was sealed, then evacuated and back-filled with nitrogen three times. The white/pink suspension was stirred by the action of a magnetic stirring bar and heated to 80° C. The reaction developed into a brown suspension and then on to a brown solution. After 1.5 hour... Starting materials: FC1=C(C=CC=C1)C1CC(CC(C1)=O)=O (5-(2-fluorophenyl)cyclohexane-1,3-dione), [H-].[Na+] (sodium hydride), ClCC(C)=O (chloroacetone). Solvent: CN(C)C=O (DMF). Conditions: time 15 minute. Yields the product FC1=C(C=CC=C1)C1CC2=C(C(=CO2)C)C(C1)=O (6-(2-fluorophenyl)-3-methyl-4,5,6,7-tetrahydrobenzofuran-4-one). RXN SMILES: [F:1][C:2]1[CH:7]=[CH:6][CH:5]=[CH:4][C:3]=1[CH:8]1[CH2:13][C:12](=[O:14])[CH2:11][C:10](=[O:15])[CH2:9]1.[H-].[Na+].Cl[CH2:19][C:20](=O)[CH3:21]>CN(C=O)C>[F:1][C:2]1[CH:7]=[CH:6][CH:5]=[CH:4][C:3]=1[CH:8]1[CH2:13][C:12](=[O:14])[C:11]2[C:20]([CH3:21])=[CH:19][O:15][C:10]=2[CH2:9]1 |f:1.2|. Procedure: To a solution of 5-(2-fluorophenyl)cyclohexane-1,3-dione (mp180-181° C.; 1.03 g) in DMF (20 ml) was added 60% sodium hydride (0.22 g), and the mixture was stirred, under argon atmosphere, at room temperature for 15 minutes. To the mixture was added chloroacetone (0.45 ml), and the mixture was stirred at 150° C. overnight (14 hours). The reaction solution was cooled and concentrated under reduced pressure. To the residue was added ice-water, and the mixture was extracted with ethyl acetate. The u... Starting materials: C(C)OC(=O)[C@H]1[C@@H]2C[C@H]([C@]([C@H]12)(C(=O)OCC1=CC=CC=C1)N=[N+]=[N-])OC ((1S,2R,3R,5R,6S)-2-azido-3-methoxy-bicyclo[3.1.0]hexane-2,6-dicarboxylic acid 2-benzyl ester 6-ethyl ester). Reagents/catalysts: [Pd] (Pd/C). Run in CC(=O)O (HOAc), O (H2O). Conditions: temperature 23 celsius. Yields the product N[C@@]1([C@@H]2[C@H]([C@@H]2C[C@H]1OC)C(=O)O)C(=O)O ((1S,2R,3R,5R,6S)-2-amino-3-methoxy-bicyclo [3.1.0]hexane-2,6-dicarboxylic acid). Yield: 83.0%. RXN SMILES: C([O:3][C:4]([C@@H:6]1[C@@H:11]2[C@H:7]1[CH2:8][C@@H:9]([O:25][CH3:26])[C@@:10]2([N:22]=[N+]=[N-])[C:12]([O:14]CC1C=CC=CC=1)=[O:13])=[O:5])C>CC(O)=O.O.[Pd]>[NH2:22][C@@:10]1([C:12]([OH:14])=[O:13])[C@H:9]([O:25][CH3:26])[CH2:8][C@@H:7]2[C@H:11]1[C@H:6]2[C:4]([OH:5])=[O:3]. Reported procedure: A solution of (1S,2R,3R,5R,6S)-2-azido-3-methoxy-bicyclo[3.1.0]hexane-2,6-dicarboxylic acid 2-benzyl ester 6-ethyl ester (XXIII-1) (214 mg, 0.56 mmol) in HOAc (8 mL) and H2O (2 mL) was hydrogenated in the presence of Pd/C (35 mg, 10% Pd/C) at 23° C. for 18 h. The catalyst was removed by filtration, the filter cake washed with 50% aqueous acetic acid. After removal of the solvent in vacuum, the beige residue was refluxed in 10% HCl (15 mL) for 4 h. The solution was cooled to 23° C., filtered, was... Starting materials: CC1(OC2=C(NC1=O)C=CC(=C2)N(S(=O)(=O)C)S(=O)(=O)C)C (N-(2,2-dimethyl-3-oxo-3,4-dihydro-2H-1,4-benzoxazin-7-yl)-N-(methylsulfonyl)methanesulfonamide), FC1=CC=C(C=C1)B(O)O (4-fluorophenylboronic acid), C(CCC)N(CCCC)CCCC (tributylamine). Reagents/catalysts: CN(C1=CC=NC=C1)C (4-dimethylaminopyridine), O.C(C)(=O)[O-].[Cu+2].C(C)(=O)[O-] (copper(II) acetate monohydrate). Run in CS(=O)C (dimethylsulfoxide), CS(=O)C (dimethylsulfoxide). Reaction conditions: temperature 20 celsius, time 26 hour. Yields the product FC1=CC=C(C=C1)N1C(C(OC2=C1C=CC(=C2)N(S(=O)(=O)C)S(=O)(=O)C)(C)C)=O (N-[4-(4-fluorophenyl)-2,2-dimethyl-3-oxo-3,4-dihydro-2H-1,4-benzoxazin-7-yl]-N-(methylsulfonyl)methanesulfonamide). Yield: 95.4%. Reaction SMILES: [CH3:1][C:2]1([CH3:22])[C:7](=[O:8])[NH:6][C:5]2[CH:9]=[CH:10][C:11]([N:13]([S:18]([CH3:21])(=[O:20])=[O:19])[S:14]([CH3:17])(=[O:16])=[O:15])=[CH:12][C:4]=2[O:3]1.[F:23][C:24]1[CH:29]=[CH:28][C:27](B(O)O)=[CH:26][CH:25]=1.C(N(CCCC)CCCC)CCC>CN(C)C1C=CN=CC=1.O.C([O-])(=O)C.[Cu+2].C([O-])(=O)C.CS(C)=O>[F:23][C:24]1[CH:29]=[CH:28][C:27]([N:6]2[C:5]3[CH:9]=[CH:10][C:11]([N:13]([S:18]([CH3:21])(=[O:19])=[O:20])[S:14]([CH3:17])(=[O:16])=[O:15])=[CH:12][C:4]=3[O:3][C:2]([CH3:22])([CH3:1])[C:7]2=[O:8])=[CH:26][CH:25]=1 |f:4.5.6.7|. Procedure details: N-(2,2-dimethyl-3-oxo-3,4-dihydro-2H-1,4-benzoxazin-7-yl)-N-(methylsulfonyl)methanesulfonamide (7.50 g), 4-fluorophenylboronic acid (5.27 g), 4-dimethylaminopyridine (0.53 g), tributylamine (3.20 g) and copper(II) acetate monohydrate (0.43 g) were added to dimethylsulfoxide (56 mL), and the mixture was stirred at 20° C. for 26 hours under blowing air (7 to 10 mL/min) thereto. The reaction mixture was added dropwise to a mixed solution of dimethylsulfoxide/concentrated hydrochloric acid/water (19... Starting materials: N1=C(N)N=C(N)N=C1N (melamine), [OH-].[Na+] (sodium hydroxide), O.C(C=O)(=O)[O-].[Na+] (sodium glyoxylate monohydrate), COC(C=O)OC (dimethoxyethanal). Conditions: temperature 52.5 celsius, time 2 hour. Product: N1=C(N)N=C(N)N=C1N.COC(C=O)OC.C(C=O)(=O)O (Melamine Dimethoxyethanal Glyoxylic Acid). As a reaction SMILES: [N:1]1[C:8]([NH2:9])=[N:7][C:5]([NH2:6])=[N:4][C:2]=1[NH2:3].O.[C:11]([O-:15])(=[O:14])[CH:12]=[O:13].[Na+].[CH3:17][O:18][CH:19]([O:22][CH3:23])[CH:20]=[O:21].[OH-].[Na+]>>[N:1]1[C:8]([NH2:9])=[N:7][C:5]([NH2:6])=[N:4][C:2]=1[NH2:3].[CH3:17][O:18][CH:19]([O:22][CH3:23])[CH:20]=[O:21].[C:11]([OH:15])(=[O:14])[CH:12]=[O:13] |f:1.2.3,5.6,7.8.9|. Procedure details: 170 g of melamine (1.35 mol) were added to an aqueous solution made up of 311.6 g of 15% sodium glyoxylate monohydrate (Sigma Aldrich, 0.41 mol) and 495 g of 60% dimethoxyethanal (2.86 mol). This mixture was heated under stirring for 2 h at 50-55° C. while maintaining the pH close to 9-9.5 with adjustment, if necessary, with as much 20% sodium hydroxide as was required (about 7 g).